From a dataset of the Open Reaction Database (ORD), a public repository of structured organic reaction records. describe an organic reaction: reactants, conditions, products, and yield Reactants: C(C)OC(CN1N=C(N=N1)C1=CC=C(C=C1)N1CCC2(OCCO2)CC1)=O (ethyl{5-[4-(1,4-dioxa-8-azaspiro[4.5]dec-8-yl)phenyl]-2H-tetraazol-2-yl}acetate), NC[C@H](O)C=1C=CC(=C(C1)NS(=O)(=O)C)O (N-[5-((1R)-2-amino-1-hydroxy-ethyl)-2-hydroxy-phenyl]-methanesulfonamide), Example 99. Product: O[C@@H](CNC1CCN(CC1)C1=CC=C(C=C1)C=1N=NN(N1)CC(=O)O)C1=CC(=C(C=C1)O)NS(=O)(=O)C ([5-(4-{4-[((2R)-2-Hydroxy-2-[4-hydroxy-3-[(methylsulfonyl)amino]phenyl}ethyl)amino]-1-piperidineyl}phenyl)-2H-tetraazol-2-yl]acetic acid). RXN SMILES: C([O:3][C:4](=[O:27])[CH2:5][N:6]1[N:10]=[N:9][C:8]([C:11]2[CH:16]=[CH:15][C:14]([N:17]3[CH2:26][CH2:25][C:20]4(OCCO4)[CH2:19][CH2:18]3)=[CH:13][CH:12]=2)=[N:7]1)C.[NH2:28][CH2:29][C@@H:30]([C:32]1[CH:33]=[CH:34][C:35]([OH:43])=[C:36]([NH:38][S:39]([CH3:42])(=[O:41])=[O:40])[CH:37]=1)[OH:31]>>[OH:31][C@H:30]([C:32]1[CH:33]=[CH:34][C:35]([OH:43])=[C:36]([NH:38][S:39]([CH3:42])(=[O:41])=[O:40])[CH:37]=1)[CH2:29][NH:28][CH:20]1[CH2:19][CH2:18][N:17]([C:14]2[CH:13]=[CH:12][C:11]([C:8]3[N:9]=[N:10][N:6]([CH2:5][C:4]([OH:3])=[O:27])[N:7]=3)=[CH:16][CH:15]=2)[CH2:26][CH2:25]1. Procedure details: The title compound was prepared from ethyl{5-[4-(1,4-dioxa-8-azaspiro[4.5]dec-8-yl)phenyl]-2H-tetraazol-2-yl}acetate (which was obtained in Example 48) and N-[5-((1R)-2-amino-1-hydroxy-ethyl)-2-hydroxy-phenyl]-methanesulfonamide (which was obtained in Example 10) according to the procedures of Example 98 and Example 99 as a white solid; mp >240° C. (decomposed); 1H NMR (300 MHz, DMSO-d6) δ 1.45-1.65 (m, 2H), 1.90-2.10 (m, 2H), 2.50-3.10 (m, 5H), 2.95 (s, 3H), 3.65-3.85 (m, 2H), 4.89 (brd, J=8.3 ...